This data is from the Open Reaction Database (ORD), a public repository of structured organic reaction records. The task is: describe an organic reaction: reactants, conditions, products, and yield The reactants are BrC=1C=CC(=C(C(=O)O)C1)COC1=CC=C(C=C1)Br (5-bromo-2-(4-bromophenoxymethyl)benzoic acid), ice water. The reagents and catalysts are C(Cl)Cl (methylene chloride). Solvent: FC(C(=O)OC(C(F)(F)F)=O)(F)F (trifluoroacetic anhydride). Yields the product BrC1=CC2=C(OCC3=C(C2=O)C=C(C=C3)Br)C=C1 (2,9-Dibromo-6,11-dihydrodibenz[b,e]oxepin-11-one). The yield is 47.0%. As a reaction SMILES: [Br:1][C:2]1[CH:3]=[CH:4][C:5]([CH2:11][O:12][C:13]2[CH:18]=[CH:17][C:16]([Br:19])=[CH:15][CH:14]=2)=[C:6]([CH:10]=1)[C:7]([OH:9])=O>C(Cl)Cl.FC(F)(F)C(OC(=O)C(F)(F)F)=O>[Br:19][C:16]1[CH:17]=[CH:18][C:13]2[O:12][CH2:11][C:5]3[CH:4]=[CH:3][C:2]([Br:1])=[CH:10][C:6]=3[C:7](=[O:9])[C:14]=2[CH:15]=1. Procedure: A solution of 5-bromo-2-(4-bromophenoxymethyl)benzoic acid (100 g, 0.26 mole), and trifluoroacetic anhydride (160 mL) in one liter of methylene chloride containing 20 drops of boron trifluoride-ether complex was refluxed for three hours. The mixture was poured into ice water and then extracted with diethyl ether. Concentration of ether solution under reduced pressure and chromatography of the residue on a silica gel column (Waters Associates, Prep 500) with hexane/ethyl acetate (9:1) gave the ke... The reactants are CC(C)NC(C)C, O=[N+]([O-])c1cccc(CCl)c1, CC(C)(C)OC(=O)NC1CCNC1, CN(C)C=O, O. Product: CC(C)(C)OC(=O)NC1CCN(Cc2cccc([N+](=O)[O-])c2)C1. As a reaction SMILES: [CH:25]([NH:26][CH:27]([CH3:28])[CH3:29])([CH3:30])[CH3:31].[Cl:14][CH2:15][c:16]1[cH:17][c:18]([N+:22](=[O:23])[O-:24])[cH:19][cH:20][cH:21]1.[NH:1]1[CH2:2][CH:3]([NH:6][C:7]([O:8][C:9]([CH3:10])([CH3:11])[CH3:12])=[O:13])[CH2:4][CH2:5]1.[O:33]=[CH:34][N:35]([CH3:36])[CH3:37].[OH2:32]>>[N:1]1([CH2:15][c:16]2[cH:17][c:18]([N+:22](=[O:23])[O-:24])[cH:19][cH:20][cH:21]2)[CH2:2][CH:3]([NH:6][C:7]([O:8][C:9]([CH3:10])([CH3:11])[CH3:12])=[O:13])[CH2:4][CH2:5]1. The reactants are C(C)(C)(C)OC(NCC#CC=1C=CC2=C(NC(CC3=C2N=C(N=C3)NC3=CC(=C(C=C3)OC)OC)=O)C1)=O ({3-[2-(3,4-dimethoxy-phenylamino)-6-oxo-6,7-dihydro-5H-benzo[b]pyrimido[4,5-d]azepin-9-yl]-prop-2-ynyl}-carbamic acid tert-butyl ester), Cl (HCl), C23H21N5O3. Yields the product NCC#CC=1C=CC2=C(NC(CC3=C2N=C(N=C3)NC3=CC(=C(C=C3)OC)OC)=O)C1 (9-(3-Amino-prop-1-ynyl)-2-(3,4-dimethoxy-phenylamino)-5H,7H-benzo[b]pyrimido[4,5-d]azepin-6-one). RXN SMILES: C(OC(=O)[NH:7][CH2:8][C:9]#[C:10][C:11]1[CH:12]=[CH:13][C:14]2[C:20]3[N:21]=[C:22]([NH:25][C:26]4[CH:31]=[CH:30][C:29]([O:32][CH3:33])=[C:28]([O:34][CH3:35])[CH:27]=4)[N:23]=[CH:24][C:19]=3[CH2:18][C:17](=[O:36])[NH:16][C:15]=2[CH:37]=1)(C)(C)C.Cl>>[NH2:7][CH2:8][C:9]#[C:10][C:11]1[CH:12]=[CH:13][C:14]2[C:20]3[N:21]=[C:22]([NH:25][C:26]4[CH:31]=[CH:30][C:29]([O:32][CH3:33])=[C:28]([O:34][CH3:35])[CH:27]=4)[N:23]=[CH:24][C:19]=3[CH2:18][C:17](=[O:36])[NH:16][C:15]=2[CH:37]=1. Reported procedure: In a manner similar to that described for Method K, {3-[2-(3,4-dimethoxy-phenylamino)-6-oxo-6,7-dihydro-5H-benzo[b]pyrimido[4,5-d]azepin-9-yl]-prop-2-ynyl}-carbamic acid tert-butyl ester (I-39) was converted to the HCl salt of I-38 (30%): HRMS Calcd. for C23H21N5O3 416.1720, Found 416.1722. Starting materials: COC1=CC=C(C=C1)P(C=C)(C=C)=O ((4-Methoxyphenyl)(divinyl) phosphine oxide), CN (methylamine). Yields the product COC1=CC=C(C=C1)P1(CCN(CC1)C)=O (4-(4-Methoxyphenyl)-1-methyl-1,4-azaphosphinane 4-oxide). RXN SMILES: [CH3:1][O:2][C:3]1[CH:8]=[CH:7][C:6]([P:9](=[O:14])([CH:12]=[CH2:13])[CH:10]=[CH2:11])=[CH:5][CH:4]=1.[CH3:15][NH2:16]>>[CH3:1][O:2][C:3]1[CH:4]=[CH:5][C:6]([P:9]2(=[O:14])[CH2:12][CH2:13][N:16]([CH3:15])[CH2:11][CH2:10]2)=[CH:7][CH:8]=1. Reported procedure: (4-Methoxyphenyl)(divinyl) phosphine oxide (1.22 g, 5.88 mmol) and methylamine (0.53 mL, 6.18 mmol, 40% in water) was heated to 90° C. for 2 h. The reaction mixture was cooled to ambient temperature then extracted with DCM (3×). The combined organic extracts were dried (MgSO4) then concentrated in vacuo to afford the requisite product. MS: cal'd 240 (MH+), exp 240 (MH+) The product is CC1=C(CN2N=C3C(=CC=CC3=C2C2=CC=C(C=C2)F)CO)C=CC(=C1)C ([2-(2,4-DIMETHYLBENZYL)-3-(4-FLUOROPHENYL)-2H-INDAZOL-7-YL]METHANOL). As a reaction SMILES: [CH3:1][C:2]1[CH:28]=[C:27]([CH3:29])[CH:26]=[CH:25][C:3]=1[CH2:4][N:5]1[C:13]([C:14]2[CH:19]=[CH:18][C:17]([F:20])=[CH:16][CH:15]=2)=[C:12]2[C:7]([C:8]([C:21](OC)=[O:22])=[CH:9][CH:10]=[CH:11]2)=[N:6]1.[Al].[Li].[H-].[OH-].[Na+].[O-]S([O-])(=O)=O.[Na+].[Na+]>C1COCC1.O>[CH3:1][C:2]1[CH:28]=[C:27]([CH3:29])[CH:26]=[CH:25][C:3]=1[CH2:4][N:5]1[C:13]([C:14]2[CH:15]=[CH:16][C:17]([F:20])=[CH:18][CH:19]=2)=[C:12]2[C:7]([C:8]([CH2:21][OH:22])=[CH:9][CH:10]=[CH:11]2)=[N:6]1 |f:1.2,4.5,6.7.8,^1:30|. Starting materials: CC1=C(CN2N=C3C(=CC=CC3=C2C2=CC=C(C=C2)F)C(=O)OC)C=CC(=C1)C (methyl 2-(2,4-dimethylbenzyl)-3-(4-fluorophenyl)-2H-indazole-7-carboxylate), [Al].[Li] (lithium aluminum), [H-] (hydride), [OH-].[Na+] (NaOH), [O-]S(=O)(=O)[O-].[Na+].[Na+] (Na2SO4). Yield: 99.9%. Reported procedure: A solution of methyl 2-(2,4-dimethylbenzyl)-3-(4-fluorophenyl)-2H-indazole-7-carboxylate (0.100 g, 0.25 mmol) and lithium aluminum (0.1 g, 0.25 mmol) in 5 mL THF was stirred at ambient temperature for 1 hour. Excess hydride was decomposed by the addition of 0.1 mL H2O, 0.1 mL 1N NaOH, 0.3 mL H2O and 100 mg of Na2SO4. The solids were filtered and the filtrate concentrated in vacuo to give 0.09 g of product as a light yellow solid. Solvent: C1CCOC1 (THF), O (H2O), O (H2O). The reactants are [OH-].[Na+] (Sodium hydroxide), FC1=C(C(=O)OC)C=CC=C1C1=NC2=CC=CC=C2N(C1=O)COCC[Si](C)(C)C (methyl 2-fluoro-3-[3-oxo-4-(2-(trimethylsilyl)ethoxymethyl)-3,4-dihydroquinoxaline-2-yl]benzoate), Cl (hydrochloric acid). Run in CO (methanol). Run at time 2 hour. Yields the product FC1=C(C(=O)O)C=CC=C1C1=NC2=CC=CC=C2N(C1=O)COCC[Si](C)(C)C (2-fluoro-3-[3-oxo-4-(2-(trimethylsilyl)ethoxymethyl)-3,4-dihydroquinoxalin-2-yl]benzoic acid). RXN SMILES: [OH-].[Na+].[F:3][C:4]1[C:13]([C:14]2[C:23](=[O:24])[N:22]([CH2:25][O:26][CH2:27][CH2:28][Si:29]([CH3:32])([CH3:31])[CH3:30])[C:21]3[C:16](=[CH:17][CH:18]=[CH:19][CH:20]=3)[N:15]=2)=[CH:12][CH:11]=[CH:10][C:5]=1[C:6]([O:8]C)=[O:7].Cl>CO>[F:3][C:4]1[C:13]([C:14]2[C:23](=[O:24])[N:22]([CH2:25][O:26][CH2:27][CH2:28][Si:29]([CH3:32])([CH3:31])[CH3:30])[C:21]3[C:16](=[CH:17][CH:18]=[CH:19][CH:20]=3)[N:15]=2)=[CH:12][CH:11]=[CH:10][C:5]=1[C:6]([OH:8])=[O:7] |f:0.1|. Procedure: 5N Sodium hydroxide (0.50 ml) was added to the compound (methyl 2-fluoro-3-[3-oxo-4-(2-(trimethylsilyl)ethoxymethyl)-3,4-dihydroquinoxaline-2-yl]benzoate) (283 mg) obtained in Working Example 28-2) in methanol (2 ml). The mixture was stirred at room temperature for 2 hours. After adding the mixture to 5N hydrochloric acid, the mixture was extracted with chloroform. The organic layer was dried over magnesium sulfate, filtered, and concentrated in vacuo to give the title compound (285 mg) as a cru...